Dataset: the Open Reaction Database (ORD), a public repository of structured organic reaction records. Task: describe an organic reaction: reactants, conditions, products, and yield The reactants are CN(C)C=O, CC(C)(C)[O-], O=NCNC1=Nc2ccc([N+](=O)[O-])cc2C(c2ccccc2Cl)=NC1, [K+], C[N+](=O)[O-]. The product is O=[N+]([O-])C=C1CN=C(c2ccccc2Cl)c2cc([N+](=O)[O-])ccc2N1. As a reaction SMILES: [CH3:26][N:27]([CH3:28])[CH:29]=[O:30].[CH3:31][C:32]([CH3:33])([O-:34])[CH3:35].[Cl:1][c:2]1[c:3]([C:8]2=[N:9][CH2:10][C:11]([NH:22][CH2:23][N:24]=[O:25])=[N:12][c:13]3[c:14]2[cH:15][c:16]([N+:19](=[O:20])[O-:21])[cH:17][cH:18]3)[cH:4][cH:5][cH:6][cH:7]1.[K+:36].[N+:37](=[O:38])([O-:39])[CH3:40]>>[Cl:1][c:2]1[c:3]([C:8]2=[N:9][CH2:10][C:11](=[CH:40][N+:37](=[O:38])[O-:39])[NH:12][c:13]3[c:14]2[cH:15][c:16]([N+:19](=[O:20])[O-:21])[cH:17][cH:18]3)[cH:4][cH:5][cH:6][cH:7]1. Reported procedure: To 1-(2-phenylquinolin-4-yl)-ethanone (0.233 g, 0.943 mmol) in 5 ml methanol, at room temperature sodium borohydride (0.036 g, 0.943 mmol) was added and the solution stirred for 30 minutes. The reaction mixture was concentrated and partitioned between EtOAc (10 ml) and water (5 ml). The organic layer was dried over sodium sulfate, filtered, concentrated and column purified (hexane:EtOAc; 3.5:1.5) to give 0.145 g (62%) of the product as a syrup which was used as such for the subsequent step. As a reaction SMILES: [C:1]1([C:7]2[CH:16]=[C:15]([C:17](=[O:19])[CH3:18])[C:14]3[C:9](=[CH:10][CH:11]=[CH:12][CH:13]=3)[N:8]=2)[CH:6]=[CH:5][CH:4]=[CH:3][CH:2]=1.[BH4-].[Na+]>CO>[C:1]1([C:7]2[CH:16]=[C:15]([CH:17]([OH:19])[CH3:18])[C:14]3[C:9](=[CH:10][CH:11]=[CH:12][CH:13]=3)[N:8]=2)[CH:2]=[CH:3][CH:4]=[CH:5][CH:6]=1 |f:1.2|. The product is C1(=CC=CC=C1)C1=NC2=CC=CC=C2C(=C1)C(C)O (1-(2-phenylquinolin-4-yl)-ethanol). Yield: 61.7%. Starting materials: C1(=CC=CC=C1)C1=NC2=CC=CC=C2C(=C1)C(C)=O (1-(2-phenylquinolin-4-yl)-ethanone), [BH4-].[Na+] (sodium borohydride). Solvent: CO (methanol). Conditions: time 30 minute. Yields the product CC(C)(C)OC(=O)N1CC(Oc2ccccc2)CC1CO. Starting materials: CC(C)(C)OC(=O)N1CC(Oc2ccccc2)CC1C(=O)O, C1CCOC1. RXN SMILES: [C:1]([CH3:2])([CH3:3])([CH3:4])[O:5][C:6](=[O:7])[N:8]1[CH:9]([C:20](=[O:21])[OH:22])[CH2:10][CH:11]([O:13][c:14]2[cH:15][cH:16][cH:17][cH:18][cH:19]2)[CH2:12]1.[CH2:23]1[O:24][CH2:25][CH2:26][CH2:27]1>>[C:1]([CH3:2])([CH3:3])([CH3:4])[O:5][C:6](=[O:7])[N:8]1[CH:9]([CH2:20][OH:21])[CH2:10][CH:11]([O:13][c:14]2[cH:15][cH:16][cH:17][cH:18][cH:19]2)[CH2:12]1.